This data is from the Open Reaction Database (ORD), a public repository of structured organic reaction records. The task is: describe an organic reaction: reactants, conditions, products, and yield The reactants are Cl (hydrochloric acid), C(CCCCCCCCC)OC1=CC=C(C(=O)O)C=C1 (4-(decyloxy)benzoic acid), N,N'-carbonyldiimidazole, [H-].[Al+3].[Li+].[H-].[H-].[H-] (lithium aluminum hydride), CCOCC (ether). Solvent: O1CCCC1 (tetrahydrofuran). Reaction conditions: temperature 0 celsius, time 1 hour. Product: C(CCCCCCCCC)OC1=CC=C(C=O)C=C1 (4-(decyloxy)benzaldehyde). Reaction SMILES: [CH2:1]([O:11][C:12]1[CH:20]=[CH:19][C:15]([C:16](O)=[O:17])=[CH:14][CH:13]=1)[CH2:2][CH2:3][CH2:4][CH2:5][CH2:6][CH2:7][CH2:8][CH2:9][CH3:10].[H-].[Al+3].[Li+].[H-].[H-].[H-].Cl.CCOCC>O1CCCC1>[CH2:1]([O:11][C:12]1[CH:13]=[CH:14][C:15]([CH:16]=[O:17])=[CH:19][CH:20]=1)[CH2:2][CH2:3][CH2:4][CH2:5][CH2:6][CH2:7][CH2:8][CH2:9][CH3:10] |f:1.2.3.4.5.6|. Procedure: To a mixture of 27.8 g (0.1 mole) of 4-(decyloxy)benzoic acid in 500 ml of tetrahydrofuran cooled to 0° C. is slowly added 16.2 g (0.1 mole) of N,N'-carbonyldiimidazole. The mixture is heated to reflux for 1 hour then cooled to -20° C. To the cooled mixture is added 1.9 g (0.05 mole) of lithium aluminum hydride and stirring is continued at -20° C. for 1 hour. To the reaction mixture is slowly added 100 ml of 5% aqueous hydrochloric acid followed by the addition of ether. The ether layer is separ... Starting materials: CC1(CCC(CC1)N1C(CC1)C(=O)OC)C (methyl 1-(4,4-dimethylcyclohexyl)azetidine-2-carboxylate), O.[OH-].[Li+] (lithium hydroxide monohydrate). Product: CC1(CCC(CC1)N1C(CC1)C(=O)[O-])C.[Li+] (lithium 1-(4,4-dimethylcyclohexyl)azetidine-2-carboxylate). RXN SMILES: [CH3:1][C:2]1([CH3:16])[CH2:7][CH2:6][CH:5]([N:8]2[CH2:11][CH2:10][CH:9]2[C:12]([O:14]C)=[O:13])[CH2:4][CH2:3]1.O.[OH-].[Li+:19]>>[CH3:1][C:2]1([CH3:16])[CH2:7][CH2:6][CH:5]([N:8]2[CH2:11][CH2:10][CH:9]2[C:12]([O-:14])=[O:13])[CH2:4][CH2:3]1.[Li+:19] |f:1.2.3,4.5|. Procedure: The reaction of methyl 1-(4,4-dimethylcyclohexyl)azetidine-2-carboxylate 19C and lithium hydroxide monohydrate yielded lithium 1-(4,4-dimethylcyclohexyl)azetidine-2-carboxylate as a light yellow solid (quant). MS ISP (m/e): 212.2 (100) [(M+H)]+. Reactants: CC(C)(C)OC(=O)N1CCC(CCCBr)CC1, CN(C)C=O, C=Cc1cccc2nc(COc3ccc(Cl)cc3)[nH]c12, [H-], [Na+]. Yields the product C=Cc1cccc2c1nc(COc1ccc(Cl)cc1)n2CCCC1CCN(C(=O)OC(C)(C)C)CC1. As a reaction SMILES: [C:23]([CH3:24])([CH3:25])([CH3:26])[O:27][C:28](=[O:29])[N:30]1[CH2:31][CH2:32][CH:33]([CH2:36][CH2:37][CH2:38][Br:39])[CH2:34][CH2:35]1.[CH3:40][N:41]([CH3:42])[CH:43]=[O:44].[CH:1](=[CH2:2])[c:3]1[cH:4][cH:5][cH:6][c:7]2[n:8][c:9]([CH2:12][O:13][c:14]3[cH:15][cH:16][c:17]([Cl:20])[cH:18][cH:19]3)[nH:10][c:11]12.[H-:21].[Na+:22]>>[CH:1](=[CH2:2])[c:3]1[cH:4][cH:5][cH:6][c:7]2[n:8]([CH2:38][CH2:37][CH2:36][CH:33]3[CH2:32][CH2:31][N:30]([C:28]([O:27][C:23]([CH3:24])([CH3:25])[CH3:26])=[O:29])[CH2:35][CH2:34]3)[c:9]([CH2:12][O:13][c:14]3[cH:15][cH:16][c:17]([Cl:20])[cH:18][cH:19]3)[n:10][c:11]12. Starting materials: S(=O)(C1=CC=C(C=C1)N)(=O)O (sulfanilic acid), C1=CC=CC=C1 (benzene), FC(C(=O)OC(C(F)(F)F)=O)(F)F (trifluoroacetic anhydride). The solvent is FC(C(=O)O)(F)F (trifluoroacetic acid). Reaction conditions: temperature 100 celsius. Product: C1(=CC=CC=C1)S(=O)(=O)C1=CC=C(C=C1)N ([4-(phenylsulfonyl)phenyl]amine). As a reaction SMILES: [S:1]([OH:11])(=[O:10])([C:3]1[CH:8]=[CH:7][C:6]([NH2:9])=[CH:5][CH:4]=1)=O.[CH:12]1[CH:17]=[CH:16][CH:15]=[CH:14][CH:13]=1.FC(F)(F)C(OC(=O)C(F)(F)F)=O>FC(F)(F)C(O)=O>[C:12]1([S:1]([C:3]2[CH:4]=[CH:5][C:6]([NH2:9])=[CH:7][CH:8]=2)(=[O:10])=[O:11])[CH:17]=[CH:16][CH:15]=[CH:14][CH:13]=1. Procedure: A mixture of sulfanilic acid (10 g, 0.52 mmol), benzene (4.7 g, 0.56 mmol) and trifluoroacetic anhydride (42 g) in trifluoroacetic acid (42 g) was heated to reflux for 3 days. The solvent was removed in vacuo and the residue taken up in 10% aqueous sodium hydroxide and heated to 100° C. for 15 minutes. The resulting white precipitate was filtered off, washed with water and dried to give [4-(phenylsulfonyl)phenyl]amine. 1H NMR (400 MHz, d6-DMSO) δ 7.83-7.81 (2H, m), 7.61-7.51 (5H, m), 6.62-6.58 (... Starting materials: OC=1N=C2C(N1)=CC=CC=C2 (2-hydroxycycloheptimidazole), P(=O)(Cl)(Cl)Cl (phosphorus oxychloride), C(C)N(C1=CC=CC=C1)CC (N,N-diethylaniline), P(=O)(Cl)(Cl)Cl (phosphorus oxychloride). Reaction conditions: temperature 70 celsius. Yields the product ClC=1N=C2C(N1)=CC=CC=C2 (2-chlorocycloheptimidazole). Reaction SMILES: O[C:2]1[N:3]=[C:4]2[CH:11]=[CH:10][CH:9]=[CH:8][CH:7]=[C:5]2[N:6]=1.P(Cl)(Cl)([Cl:14])=O.C(N(CC)C1C=CC=CC=1)C>>[Cl:14][C:2]1[N:3]=[C:4]2[CH:11]=[CH:10][CH:9]=[CH:8][CH:7]=[C:5]2[N:6]=1. Procedure: With reference to the method disclosed in Chemical and Pharmaceutical Bulletin, vol. 16, No. 7, pages 1300 to 1307 (1968), 10 g of 2-hydroxycycloheptimidazole, 150 g of phosphorus oxychloride and 12 g of N,N-diethylaniline were stirred with heating to the inner temperature of 70° C. for 6 hours and 30 minutes. After the reaction, phosphorus oxychloride was distilled away under reduced pressure and 500 ml of ice water was added to the residue. Then, a sodium bicarbonate solution was added thereto... The reactants are CCO, O=[N+]([O-])c1ccccc1-c1cn2c(Cn3cncn3)csc2n1. The product is Nc1ccccc1-c1cn2c(Cn3cncn3)csc2n1. RXN SMILES: [CH3:24][CH2:25][OH:26].[N+:1]([O-:2])(=[O:3])[c:4]1[c:5](-[c:10]2[n:11][c:12]3[s:13][cH:14][c:15]([CH2:18][n:19]4[n:20][cH:21][n:22][cH:23]4)[n:16]3[cH:17]2)[cH:6][cH:7][cH:8][cH:9]1>>[NH2:1][c:4]1[c:5](-[c:10]2[n:11][c:12]3[s:13][cH:14][c:15]([CH2:18][n:19]4[n:20][cH:21][n:22][cH:23]4)[n:16]3[cH:17]2)[cH:6][cH:7][cH:8][cH:9]1. Starting materials: CCCCCCCCCCCC(=O)NC(CCC(N)=O)C(=O)O, CC(C)O, O, O=S(Cl)Cl. The product is CCCCCCCCCCCC(=O)NC(CCC(N)=O)C(=O)OC(C)C. As a reaction SMILES: [C:9]([CH2:10][CH2:11][CH2:12][CH2:13][CH2:14][CH2:15][CH2:16][CH2:17][CH2:18][CH2:19][CH3:20])(=[O:21])[NH:22][CH:23]([CH2:24][CH2:25][C:26]([NH2:27])=[O:28])[C:29](=[O:30])[OH:31].[CH:5]([CH3:6])([CH3:7])[OH:8].[OH2:32].[S:1]([Cl:2])([Cl:3])=[O:4]>>[CH:5]([CH3:6])([CH3:7])[O:8][C:29]([CH:23]([NH:22][C:9]([CH2:10][CH2:11][CH2:12][CH2:13][CH2:14][CH2:15][CH2:16][CH2:17][CH2:18][CH2:19][CH3:20])=[O:21])[CH2:24][CH2:25][C:26]([NH2:27])=[O:28])=[O:30]. Reaction SMILES: [CH2:1]([C:5]1[N:9]([CH2:10][C:11]2[CH:16]=[CH:15][C:14]([C:17]3[C:18]([C:23]([O:25]C(C)(C)C)=[O:24])=[CH:19][CH:20]=[CH:21][CH:22]=3)=[CH:13][CH:12]=2)[C:8]2[CH:30]=[CH:31][C:32]([Cl:34])=[CH:33][C:7]=2[N:6]=1)[CH2:2][CH2:3][CH3:4].FC(F)(F)C(O)=O>>[CH2:1]([C:5]1[N:9]([CH2:10][C:11]2[CH:12]=[CH:13][C:14]([C:17]3[C:18]([C:23]([OH:25])=[O:24])=[CH:19][CH:20]=[CH:21][CH:22]=3)=[CH:15][CH:16]=2)[C:8]2[CH:30]=[CH:31][C:32]([Cl:34])=[CH:33][C:7]=2[N:6]=1)[CH2:2][CH2:3][CH3:4]. Reported procedure: Prepared in analogous manner to Example 9 from tert.butyl 4'-[(2-n-butyl-5-chloro-benzimidazol-1-yl)-methyl]biphenyl-2-carboxylate and trifluoroacetic acid. Starting materials: C(CCC)C1=NC2=C(N1CC1=CC=C(C=C1)C=1C(=CC=CC1)C(=O)OC(C)(C)C)C=CC(=C2)Cl (tert.butyl 4'-[(2-n-butyl-5-chloro-benzimidazol-1-yl)-methyl]biphenyl-2-carboxylate), FC(C(=O)O)(F)F (trifluoroacetic acid). The product is C(CCC)C1=NC2=C(N1CC1=CC=C(C=C1)C=1C(=CC=CC1)C(=O)O)C=CC(=C2)Cl (4'-[(2-n-Butyl-5-chloro-benzimidazol-1-yl)-methyl]biphenyl-2-carboxylic acid).